Task: describe an organic reaction: reactants, conditions, products, and yield. Dataset: the Open Reaction Database (ORD), a public repository of structured organic reaction records Yields the product CNS(=O)(=O)c1ccc(C(=O)NN=C(c2ccccc2)c2nn(C)c(-c3ccc(C(C)(C)C)cc3)c2O)cc1. Starting materials: Cn1nc(C(=O)c2ccccc2)c(O)c1-c1ccc(C(C)(C)C)cc1, CC(C)O, CNS(=O)(=O)c1ccc(C(=O)NN)cc1. RXN SMILES: [C:1]([CH3:2])([CH3:3])([CH3:4])[c:5]1[cH:6][cH:7][c:8](-[c:11]2[c:12]([OH:25])[c:13]([C:17](=[O:18])[c:19]3[cH:20][cH:21][cH:22][cH:23][cH:24]3)[n:14][n:15]2[CH3:16])[cH:9][cH:10]1.[CH:41]([OH:42])([CH3:43])[CH3:44].[NH:26]([NH2:27])[C:28](=[O:29])[c:30]1[cH:31][cH:32][c:33]([S:36](=[O:37])(=[O:38])[NH:39][CH3:40])[cH:34][cH:35]1>>[C:1]([CH3:2])([CH3:3])([CH3:4])[c:5]1[cH:6][cH:7][c:8](-[c:11]2[c:12]([OH:25])[c:13]([C:17]([c:19]3[cH:20][cH:21][cH:22][cH:23][cH:24]3)=[N:27][NH:26][C:28](=[O:29])[c:30]3[cH:31][cH:32][c:33]([S:36](=[O:37])(=[O:38])[NH:39][CH3:40])[cH:34][cH:35]3)[n:14][n:15]2[CH3:16])[cH:9][cH:10]1. Starting materials: BrCCCCl (1-bromo-3-chloropropane), [H-].[Na+] (sodium hydride), OC=1C=C(C#N)C=CC1 (3-Hydroxybenzonitrile). Solvent: C(C)O (ethanol). Run at time 30 minute. Yields the product ClCCCOC=1C=C(C#N)C=CC1 (3-[(3-chloropropyl)oxy]benzonitrile). Isolated yield 86.5%. As a reaction SMILES: Br[CH2:2][CH2:3][CH2:4][Cl:5].[H-].[Na+].[OH:8][C:9]1[CH:10]=[C:11]([CH:14]=[CH:15][CH:16]=1)[C:12]#[N:13]>C(O)C>[Cl:5][CH2:4][CH2:3][CH2:2][O:8][C:9]1[CH:10]=[C:11]([CH:14]=[CH:15][CH:16]=1)[C:12]#[N:13] |f:1.2|. Reported procedure: A suspension of 1-bromo-3-chloropropane (13.9 g, 88.1 mmol) and 60% sodium hydride (oil dispersion, 3.02 g, 126 mmol) in ethanol (50 mL) was stirred at room temperature for 30 min. 3-Hydroxybenzonitrile (10.0 g, 83.9 mmol) was added to the reaction mixture at 0° C., and the mixture was stirred at 60° C. for 15 hr. The reaction mixture was concentrated under reduced pressure, and the residue was extracted with ethyl acetate and water. The organic layer was washed with saturated brine, dried over ... The reactants are [N+](=O)([O-])C1=CC=C(OC2=NC(=CC(=N2)C)C)C=C1 (2-(4-nitro-phenoxy)-4,6-dimethyl-pyrimidine), [H][H] (hydrogen). The reagents and catalysts are [Ni] (Raney nickel). Run in O1CCOCC1 (dioxane). Yields the product NC1=CC=C(OC2=NC(=CC(=N2)C)C)C=C1 (2-(4-amino-phenoxy)-4,6-dimethylpyrimidine). Yield: 94.8%. RXN SMILES: [N+:1]([C:4]1[CH:18]=[CH:17][C:7]([O:8][C:9]2[N:14]=[C:13]([CH3:15])[CH:12]=[C:11]([CH3:16])[N:10]=2)=[CH:6][CH:5]=1)([O-])=O.[H][H]>O1CCOCC1.[Ni]>[NH2:1][C:4]1[CH:18]=[CH:17][C:7]([O:8][C:9]2[N:10]=[C:11]([CH3:16])[CH:12]=[C:13]([CH3:15])[N:14]=2)=[CH:6][CH:5]=1. Reported procedure: 24.5 g (0.1 mole) of 2-(4-nitro-phenoxy)-4,6-dimethyl-pyrimidine were dissolved in 150 ml of dioxane and subjected to exhaustive hydrogenation with hydrogen in the presence of Raney nickel under a pressure of 50 bar at a temperature between 20° and 50° C. The catalyst was then filtered off with suction and the filtrate was evaporated under reduced pressure. 20.4 g (95% of theory) of 2-(4-amino-phenoxy)-4,6-dimethylpyrimidine were obtained in the form of a solid substance. Starting materials: ( 23 ), ClC1=CC(N(C=C1)C1=CC(=C(C=C1)OCC(C)(C)O)OC)=O (4-chloro-1-(4-(2-hydroxy-2-methylpropoxy)-3-methoxyphenyl)pyridin-2(1H)-one), CC1(OB(OC1(C)C)B1OC(C(O1)(C)C)(C)C)C (4,4,4′, 4′,5,5,5′,5′-octamethyl-2,2′-bi(1,3,2-dioxaborolane)), C(C)(=O)[O-].[K+] (potassium acetate), CC(C)C1=CC(=C(C(=C1)C(C)C)C2=C(C=CC=C2)P(C3CCCCC3)C4CCCCC4)C(C)C (X-Phos). Reagents/catalysts: C1=CC=C(C=C1)/C=C/C(=O)/C=C/C2=CC=CC=C2.C1=CC=C(C=C1)/C=C/C(=O)/C=C/C2=CC=CC=C2.C1=CC=C(C=C1)/C=C/C(=O)/C=C/C2=CC=CC=C2.C(Cl)(Cl)Cl.[Pd].[Pd] (TRIS(DIBENZYLIDENEACETONE)-DIPALLADIUM(0)-CHLOROFORM ADDUCT). Solvent: O1CCOCC1 (Dioxane). Yields the product OC(COC1=C(C=C(C=C1)N1C(C=C(C=C1)B(O)O)=O)OC)(C)C (1-(4-(2-hydroxy-2-methylpropoxy)-3-methoxyphenyl)-2-oxo-1,2-dihydropyridin-4-ylboronic acid). The yield is 36.3%. As a reaction SMILES: Cl[C:2]1[CH:7]=[CH:6][N:5]([C:8]2[CH:13]=[CH:12][C:11]([O:14][CH2:15][C:16]([OH:19])([CH3:18])[CH3:17])=[C:10]([O:20][CH3:21])[CH:9]=2)[C:4](=[O:22])[CH:3]=1.CC1(C)C(C)(C)[O:27][B:26](B2OC(C)(C)C(C)(C)O2)[O:25]1.C([O-])(=O)C.[K+].CC(C1C=C(C(C)C)C(C2C=CC=CC=2P(C2CCCCC2)C2CCCCC2)=C(C(C)C)C=1)C>O1CCOCC1.C1C=CC(/C=C/C(/C=C/C2C=CC=CC=2)=O)=CC=1.C1C=CC(/C=C/C(/C=C/C2C=CC=CC=2)=O)=CC=1.C1C=CC(/C=C/C(/C=C/C2C=CC=CC=2)=O)=CC=1.C(Cl)(Cl)Cl.[Pd].[Pd]>[OH:19][C:16]([CH3:18])([CH3:17])[CH2:15][O:14][C:11]1[CH:12]=[CH:13][C:8]([N:5]2[CH:6]=[CH:7][C:2]([B:26]([OH:27])[OH:25])=[CH:3][C:4]2=[O:22])=[CH:9][C:10]=1[O:20][CH3:21] |f:2.3,6.7.8.9.10.11|. Procedure: A mixture of 4-chloro-1-(4-(2-hydroxy-2-methylpropoxy)-3-methoxyphenyl)pyridin-2(1H)-one Part D of procedure 9 (300 mg, 0.93 mmol), 4,4,4′, 4′,5,5,5′,5′-octamethyl-2,2′-bi(1,3,2-dioxaborolane) (706 mg, 2.78 mmol), potassium acetate (273 mg, 2.78 mmol), TRIS(DIBENZYLIDENEACETONE)-DIPALLADIUM(0)-CHLOROFORM ADDUCT (67 mg, 0.06 mmol), and X-Phos (133 mg, 0.28 mmol) in Dioxane (6 mL) was stirred at 90° C. for 18 hours (Mullen et al, JOC, 2008, 73 (23) 9207-9213). The reaction was filtered and concent... Starting materials: C1CCOC1, C[Si](C)(C)[N-][Si](C)(C)C, C#CC1CC1, CC12CCC(C(=O)Nc3ccc(Cl)cc3C(=O)C(F)(F)F)(OC1=O)C2(C)C, [Li+]. The product is CC12CCC(C(=O)Nc3ccc(Cl)cc3C(O)(C#CC3CC3)C(F)(F)F)(OC1=O)C2(C)C. RXN SMILES: [CH2:43]1[O:44][CH2:45][CH2:46][CH2:47]1.[CH3:2][Si:3]([N-:4][Si:5]([CH3:6])([CH3:7])[CH3:8])([CH3:9])[CH3:10].[CH:11]1([C:14]#[CH:15])[CH2:12][CH2:13]1.[Cl:16][c:17]1[cH:18][c:19]([C:37]([C:38]([F:39])([F:40])[F:41])=[O:42])[c:20]([NH:23][C:24](=[O:25])[C:26]23[O:27][C:28](=[O:36])[C:29]([CH3:35])([CH2:30][CH2:31]2)[C:32]3([CH3:33])[CH3:34])[cH:21][cH:22]1.[Li+:1]>>[CH:11]1([C:14]#[C:15][C:37]([c:19]2[cH:18][c:17]([Cl:16])[cH:22][cH:21][c:20]2[NH:23][C:24](=[O:25])[C:26]23[O:27][C:28](=[O:36])[C:29]([CH3:35])([CH2:30][CH2:31]2)[C:32]3([CH3:33])[CH3:34])([C:38]([F:39])([F:40])[F:41])[OH:42])[CH2:12][CH2:13]1. Starting materials: CCOC(=O)C1(NC(=O)c2cccc3[nH]ccc23)Cc2ccccc2C1, CCO, [K+], [OH-], O. Product: O=C(NC1(C(=O)O)Cc2ccccc2C1)c1cccc2[nH]ccc12. Reaction SMILES: [CH2:1]([CH3:2])[O:3][C:4](=[O:5])[C:6]1([NH:15][C:16](=[O:17])[c:18]2[c:19]3[cH:20][cH:21][nH:22][c:23]3[cH:24][cH:25][cH:26]2)[CH2:7][c:8]2[cH:9][cH:10][cH:11][cH:12][c:13]2[CH2:14]1.[CH3:30][CH2:31][OH:32].[K+:28].[OH-:27].[OH2:29]>>[O:3]=[C:4]([OH:5])[C:6]1([NH:15][C:16](=[O:17])[c:18]2[c:19]3[cH:20][cH:21][nH:22][c:23]3[cH:24][cH:25][cH:26]2)[CH2:7][c:8]2[cH:9][cH:10][cH:11][cH:12][c:13]2[CH2:14]1. The reactants are O (water), CC(=O)C1=C(C=CO1)O (Isomaltol), P(Cl)(Cl)(Cl)(Cl)Cl (PCl5). Solvent: C(Cl)Cl (CH2Cl2), C(Cl)Cl (CH2Cl2). Conditions: time 1 hour. Product: C(C)(=O)C=1OC=CC1Cl (2-acetyl-3-chloro-furan). RXN SMILES: [CH3:1][C:2]([C:4]1[O:8][CH:7]=[CH:6][C:5]=1O)=[O:3].P(Cl)(Cl)(Cl)(Cl)[Cl:11].O>C(Cl)Cl>[C:2]([C:4]1[O:8][CH:7]=[CH:6][C:5]=1[Cl:11])(=[O:3])[CH3:1]. Procedure details: Isomaltol (6.3 g, 0.05 moles) in 60 ml of CH2Cl2 was added dropwise over 10 minutes to a solution of PCl5 (10.4 g, 0.05 moles) in 125 ml of CH2Cl2 at 4° C. After stirring at 4°-5° C. for 1 hour, the reaction was allowed to come to room temperature, poured into 350 ml of water and the CH2Cl2 layer separated. The aqueous layer was then extracted with CH2Cl2, the CH2Cl2 layers combined and then concentrated to yield a dark oil, 7.0 g. Pure 2-acetyl-3-chloro-furan was obtained by chromatography from...